Dataset: the Open Reaction Database (ORD), a public repository of structured organic reaction records. Task: describe an organic reaction: reactants, conditions, products, and yield Reactants: CCOC(C)=O, CO, CO, [H][H], [OH-], [OH-], [Pd+2], CC(C)(C)OC(=O)N1CCN(c2cccc(OCc3ccccc3)c2)CC1. Yields the product CC(C)(C)OC(=O)N1CCN(c2cccc(O)c2)CC1. Reaction SMILES: [C:34]([O:35][CH2:36][CH3:37])(=[O:38])[CH3:39].[CH3:30][OH:31].[CH3:32][OH:33].[H:28][H:29].[OH-:40].[OH-:42].[Pd+2:41].[c:1]1([CH2:2][O:8][c:9]2[cH:10][c:11]([N:15]3[CH2:16][CH2:17][N:18]([C:21](=[O:22])[O:23][C:24]([CH3:25])([CH3:26])[CH3:27])[CH2:19][CH2:20]3)[cH:12][cH:13][cH:14]2)[cH:3][cH:4][cH:5][cH:6][cH:7]1>>[OH:8][c:9]1[cH:10][c:11]([N:15]2[CH2:16][CH2:17][N:18]([C:21](=[O:22])[O:23][C:24]([CH3:25])([CH3:26])[CH3:27])[CH2:19][CH2:20]2)[cH:12][cH:13][cH:14]1.